Dataset: the Open Reaction Database (ORD), a public repository of structured organic reaction records. Task: describe an organic reaction: reactants, conditions, products, and yield Starting materials: S(O)(O)(=O)=O (sulfuric acid), OCS(=O)(=O)CCCl (hydroxymethyl-(β-chloroethyl)-sulfone), ClC1=C(C(=O)O)C=C(C=C1N)Br (2-chloro-5-bromo-3-aminobenzoic acid). The solvent is C(C)#N (acetonitrile). Run at temperature 50 celsius, time 2.5 hour. Yields the product ClC1=C(C(=O)O)C=C(C=C1NCS(=O)(=O)CCCl)Br (2-chloro-5-bromo-[(β-chloroethyl)-sulfonylmethylamino]-benzoic acid). The yield is 63.9%. Reaction SMILES: S(=O)(=O)(O)O.O[CH2:7][S:8]([CH2:11][CH2:12][Cl:13])(=[O:10])=[O:9].[Cl:14][C:15]1[C:23]([NH2:24])=[CH:22][C:21]([Br:25])=[CH:20][C:16]=1[C:17]([OH:19])=[O:18]>C(#N)C>[Cl:14][C:15]1[C:23]([NH:24][CH2:7][S:8]([CH2:11][CH2:12][Cl:13])(=[O:10])=[O:9])=[CH:22][C:21]([Br:25])=[CH:20][C:16]=1[C:17]([OH:19])=[O:18]. Reported procedure: 1 ml of concentrated sulfuric acid, followed by 9.6 g (60 mmoles) of hydroxymethyl-(β-chloroethyl)-sulfone were added at 60° C, whilst stirring, to a filtered solution of 12.6 g (50 moles) of 2-chloro-5-bromo-3-aminobenzoic acid in 150 ml of hot acetonitrile. The mixture was stirred for a further 2.5 hours at 50° C and was then cooled to 10° C, and the product which had precipitated was filtered off. It was rinsed with water and dried in air. 15 g (77% of theory) of 2-chloro-5-bromo-[(β-chloroet... Starting materials: ClCCl, COc1ccc(CCCO)cn1, Cc1cc(-c2noc(C(F)(F)F)n2)cc(C)c1O, CCOC(=O)N=NC(=O)OCC, c1ccc(P(c2ccccc2)c2ccccc2)cc1. Yields the product COc1ccc(CCCOc2c(C)cc(-c3noc(C(F)(F)F)n3)cc2C)cn1. As a reaction SMILES: [CH2:62]([Cl:63])[Cl:64].[CH3:19][O:20][c:21]1[n:22][cH:23][c:24]([CH2:27][CH2:28][CH2:29][OH:30])[cH:25][cH:26]1.[F:1][C:2]([c:3]1[n:4][c:5](-[c:8]2[cH:9][c:10]([CH3:16])[c:11]([OH:15])[c:12]([CH3:14])[cH:13]2)[n:6][o:7]1)([F:17])[F:18].[O:50]=[C:51]([O:52][CH2:53][CH3:54])[N:55]=[N:56][C:57]([O:58][CH2:59][CH3:60])=[O:61].[c:31]1([P:32]([c:33]2[cH:34][cH:35][cH:36][cH:37][cH:38]2)[c:39]2[cH:40][cH:41][cH:42][cH:43][cH:44]2)[cH:45][cH:46][cH:47][cH:48][cH:49]1>>[F:1][C:2]([c:3]1[n:4][c:5](-[c:8]2[cH:9][c:10]([CH3:16])[c:11]([O:15][CH2:29][CH2:28][CH2:27][c:24]3[cH:23][n:22][c:21]([O:20][CH3:19])[cH:26][cH:25]3)[c:12]([CH3:14])[cH:13]2)[n:6][o:7]1)([F:17])[F:18]. Starting materials: CO, [H-], CC(C)I, [Na+], CN(C)C=O, O, Cn1cc(C(=O)Nc2ccccc2CO)c(C(F)(F)F)n1. Yields the product CC(C)OCc1ccccc1NC(=O)c1cn(C)nc1C(F)(F)F. As a reaction SMILES: [CH3:34][OH:35].[H-:1].[I:24][CH:25]([CH3:26])[CH3:27].[Na+:2].[O:29]=[CH:30][N:31]([CH3:32])[CH3:33].[OH2:28].[OH:3][CH2:4][c:5]1[c:6]([NH:11][C:12](=[O:13])[c:14]2[c:15]([C:20]([F:21])([F:22])[F:23])[n:16][n:17]([CH3:19])[cH:18]2)[cH:7][cH:8][cH:9][cH:10]1>>[O:3]([CH2:4][c:5]1[c:6]([NH:11][C:12](=[O:13])[c:14]2[c:15]([C:20]([F:21])([F:22])[F:23])[n:16][n:17]([CH3:19])[cH:18]2)[cH:7][cH:8][cH:9][cH:10]1)[CH:25]([CH3:26])[CH3:27]. The reactants are N(CCO)CCO (diethanolamine), ClC1=CC=C(CCl)C=C1 (4-chlorobenzyl chloride). Yields the product ClC1=CC=C(CN(CCO)CCO)C=C1 (2-[(4-chlorobenzyl)-(2-hydroxy-ethyl)-amino]-ethanol). Reaction SMILES: [NH:1]([CH2:5][CH2:6][OH:7])[CH2:2][CH2:3][OH:4].[Cl:8][C:9]1[CH:16]=[CH:15][C:12]([CH2:13]Cl)=[CH:11][CH:10]=1>>[Cl:8][C:9]1[CH:16]=[CH:15][C:12]([CH2:13][N:1]([CH2:5][CH2:6][OH:7])[CH2:2][CH2:3][OH:4])=[CH:11][CH:10]=1. Procedure: 2-[(4-chlorobenzyl)-(2-hydroxy-ethyl)-amino]-ethanol was prepared according to the general method as outlined in Example 1 (Step 4). Starting from diethanolamine (14.3 g, 95 mmol). and 4-chlorobenzyl chloride (10.2 g, 63 mmol). Yield 12.1 g, (84%); yellow oil; MS: 230 (M+H)+ Starting materials: N1N=CC(=C1)C=1C2=C(N=CN1)N(C=C2)COCC[Si](C)(C)C (4-(1H-pyrazol-4-yl)-7-(2-trimethylsilanyl-ethoxymethyl)-7H-pyrrolo[2,3-d]pyrimidine), C(C)#N (acetonitrile), N12CCCCCC2=NCCC1 (1,8-diazabicyclo[5.4.0]undec-7-ene). The reagents and catalysts are C(C=CC)#N (2-butenenitrile). Conditions: temperature 55 celsius, time 17.5 hour. Yields the product C[Si](CCOCN1C=CC2=C1N=CN=C2C=2C=NN(C2)C(CC#N)C)(C)C (3-[4-(7-{[2-(Trimethylsilyl)ethoxy]methyl}-7H-pyrrolo[2,3-d]pyrimidin-4-yl)-1H-pyrazol-1-yl]butanenitrile). The yield is 247.3%. As a reaction SMILES: [NH:1]1[CH:5]=[C:4]([C:6]2[C:7]3[CH:14]=[CH:13][N:12]([CH2:15][O:16][CH2:17][CH2:18][Si:19]([CH3:22])([CH3:21])[CH3:20])[C:8]=3[N:9]=[CH:10][N:11]=2)[CH:3]=[N:2]1.C(#N)C.[N:26]12CCCN=C1C[CH2:30][CH2:29][CH2:28][CH2:27]2>C(#N)C=CC>[CH3:20][Si:19]([CH3:22])([CH3:21])[CH2:18][CH2:17][O:16][CH2:15][N:12]1[C:8]2[N:9]=[CH:10][N:11]=[C:6]([C:4]3[CH:5]=[N:1][N:2]([CH:29]([CH3:30])[CH2:28][C:27]#[N:26])[CH:3]=3)[C:7]=2[CH:14]=[CH:13]1. Reported procedure: Into a 250 mL three-neck round bottom flask equipped with a stir bar, condenser, thermocouple and nitrogen inlet was charged 4-(1H-pyrazol-4-yl)-7-{[2-(trimethylsilyl)ethoxy]methyl}-7H-pyrrolo [2,3-d]pyrimidine (5, 10.3 g, 0.033 mol), 2-butenenitrile (36, 3.0 mL, 0.037 mmol, 1.12 equiv) and acetonitrile (100 mL, 2.0 mol) at room temperature. The resulting mixture was treated with 1,8-diazabicyclo[5.4.0]undec-7-ene (DBU, 2.0 mL, 0.013 mol, 0.4 equiv) and was subsequently warmed to 55° C. The reac... Reactants: COC(=O)Cl, CC(C)C(N)C(=O)O, [Na+], [Na+], [Na+], O=C([O-])[O-], [OH-], O. The product is COC(=O)NC(C(=O)O)C(C)C. Reaction SMILES: [Cl:15][C:16](=[O:17])[O:18][CH3:19].[NH2:1][CH:2]([CH:3]([CH3:4])[CH3:5])[C:6](=[O:7])[OH:8].[Na+:10].[Na+:21].[Na+:9].[O-:11][C:12](=[O:13])[O-:14].[OH-:20].[OH2:22]>>[NH:1]([CH:2]([CH:3]([CH3:4])[CH3:5])[C:6](=[O:7])[OH:8])[C:16](=[O:17])[O:18][CH3:19]. The reactants are C1COC2(CC=C(CC2)C2=C(C(=CC=C2)F)F)O1 (4-(2,3-difluorophenyl)-3-cyclohexenone ethylene ketal). The reagents and catalysts are palladium catalyst(Pd-C). The solvent is C(C)(=O)OCC (ethyl acetate). Conditions: time 43 hour. The product is FC1=C(C=CC=C1F)C1CCC(CC1)=O (4-(2,3-difluorophenyl)cyclohexanone). Isolated yield 53.3%. Reaction SMILES: C1O[C:4]2([CH2:9][CH2:8][C:7]([C:10]3[CH:15]=[CH:14][CH:13]=[C:12]([F:16])[C:11]=3[F:17])=[CH:6][CH2:5]2)[O:3]C1>C(OCC)(=O)C>[F:17][C:11]1[C:12]([F:16])=[CH:13][CH:14]=[CH:15][C:10]=1[CH:7]1[CH2:6][CH2:5][C:4](=[O:3])[CH2:9][CH2:8]1. Procedure details: First, 39.4 g of 4-(2,3-difluorophenyl)-3-cyclohexenone ethylene ketal, 150 ml of ethyl acetate, and 1.0 g of 10% palladium catalyst(Pd-C) were placed in a 500 ml autoclave. The mixture was stirred at room temperature for 43 hours under a hydrogen pressure of 10 kg/cm2. A catalyst was filtered away and a filtrate was concentrated. Thereafter, 225 ml of 1,4-dioxane, 675 ml of water, and 1 g of p-toluenesulfonic acid monohydrate were added to the residue. The mixture was stirred under reflux for 2... The reactants are Cc1nc(Cl)c(F)c(Cl)n1, [Cl-], [Na+], O, O=S(=O)(O)O. Yields the product Cc1nc(O)c(F)c(Cl)n1. As a reaction SMILES: [CH3:6][c:7]1[n:8][c:9]([Cl:15])[c:10]([F:14])[c:11]([Cl:13])[n:12]1.[Cl-:17].[Na+:16].[OH2:18].[S:1]([OH:2])(=[O:3])(=[O:4])[OH:5]>>[OH:2][c:11]1[c:10]([F:14])[c:9]([Cl:15])[n:8][c:7]([CH3:6])[n:12]1. Starting materials: O=C1Cc2cc(Br)cnc2N1, Cc1ccccc1, CCO, CCOCC, ClC(Cl)Cl, [Cl-], [Li+], [Na+], [Na+], O=C([O-])[O-], OB(O)c1ccccc1, Cl[Pd]Cl, c1ccc(P(c2ccccc2)c2ccccc2)cc1, c1ccc(P(c2ccccc2)c2ccccc2)cc1. Yields the product O=C1Cc2cc(-c3ccccc3)cnc2N1. RXN SMILES: [Br:1][c:2]1[cH:3][c:4]2[c:5]([n:6][cH:7]1)[NH:8][C:9](=[O:11])[CH2:10]2.[CH3:29][c:30]1[cH:31][cH:32][cH:33][cH:34][cH:35]1.[CH3:36][CH2:37][OH:38].[CH3:84][CH2:85][O:86][CH2:87][CH3:88].[CH:39]([Cl:40])([Cl:41])[Cl:42].[Cl-:28].[Li+:27].[Na+:21].[Na+:22].[O-:23][C:24](=[O:25])[O-:26].[OH:12][B:13]([OH:14])[c:15]1[cH:16][cH:17][cH:18][cH:19][cH:20]1.[Pd:43]([Cl:44])[Cl:45].[c:46]1([P:47]([c:48]2[cH:49][cH:50][cH:51][cH:52][cH:53]2)[c:54]2[cH:55][cH:56][cH:57][cH:58][cH:59]2)[cH:60][cH:61][cH:62][cH:63][cH:64]1.[c:65]1([P:66]([c:67]2[cH:68][cH:69][cH:70][cH:71][cH:72]2)[c:73]2[cH:74][cH:75][cH:76][cH:77][cH:78]2)[cH:79][cH:80][cH:81][cH:82][cH:83]1>>[c:2]1(-[c:15]2[cH:16][cH:17][cH:18][cH:19][cH:20]2)[cH:3][c:4]2[c:5]([n:6][cH:7]1)[NH:8][C:9](=[O:11])[CH2:10]2.